From a dataset of the Open Reaction Database (ORD), a public repository of structured organic reaction records. describe an organic reaction: reactants, conditions, products, and yield The reactants are C=CCCBr, C1CCOC1, CC(C)[N-]C(C)C, CCC(CN(C)S(=O)(=O)C1CC1)N1C(=O)C(C)CC(c2cccc(Cl)c2)C1c1ccc(Cl)cc1, [Li+]. Yields the product C=CCCC1(C)CC(c2cccc(Cl)c2)C(c2ccc(Cl)cc2)N(C(CC)CN(C)S(=O)(=O)C2CC2)C1=O. RXN SMILES: [Br:43][CH2:44][CH2:45][CH:46]=[CH2:47].[CH2:48]1[O:49][CH2:50][CH2:51][CH2:52]1.[CH:35]([N-:36][CH:37]([CH3:38])[CH3:39])([CH3:40])[CH3:41].[Cl:1][c:2]1[cH:3][c:4]([CH:8]2[CH:9]([c:28]3[cH:29][cH:30][c:31]([Cl:34])[cH:32][cH:33]3)[N:10]([CH:16]([CH2:17][N:18]([S:19](=[O:20])(=[O:21])[CH:22]3[CH2:23][CH2:24]3)[CH3:25])[CH2:26][CH3:27])[C:11](=[O:15])[CH:12]([CH3:14])[CH2:13]2)[cH:5][cH:6][cH:7]1.[Li+:42]>>[Cl:1][c:2]1[cH:3][c:4]([CH:8]2[CH:9]([c:28]3[cH:29][cH:30][c:31]([Cl:34])[cH:32][cH:33]3)[N:10]([CH:16]([CH2:17][N:18]([S:19](=[O:20])(=[O:21])[CH:22]3[CH2:23][CH2:24]3)[CH3:25])[CH2:26][CH3:27])[C:11](=[O:15])[C:12]([CH3:14])([CH2:44][CH2:45][CH:46]=[CH2:47])[CH2:13]2)[cH:5][cH:6][cH:7]1. The reactants are ClCCl, CC(=O)Cl, COC(=O)C(C)(C)CO, c1ccncc1. The product is COC(=O)C(C)(C)COC(C)=O. RXN SMILES: [CH2:20]([Cl:21])[Cl:22].[CH3:16][C:17]([Cl:18])=[O:19].[OH:1][CH2:2][C:3]([C:4](=[O:5])[O:6][CH3:7])([CH3:8])[CH3:9].[cH:10]1[cH:11][cH:12][n:13][cH:14][cH:15]1>>[O:1]([CH2:2][C:3]([C:4](=[O:5])[O:6][CH3:7])([CH3:8])[CH3:9])[C:17]([CH3:16])=[O:19]. Reactants: CCO, NN, O, Cc1cc(S)nc(O)n1. Reaction SMILES: [CH3:13][CH2:14][OH:15].[NH2:11][NH2:12].[OH2:10].[OH:1][c:2]1[n:3][c:4]([CH3:9])[cH:5][c:6]([SH:8])[n:7]1>>[OH:1][c:2]1[n:3][c:4]([CH3:9])[cH:5][c:6]([NH:11][NH2:12])[n:7]1. Yields the product Cc1cc(NN)nc(O)n1. The reagents and catalysts are C1-CDC. The reactants are COc3ccc2cc(c1c(C)cc(C)cc1C)ccc2c3 (substrate), Cc1ccc([Mg]Br)cc1 (effective_coupling_partner). Reaction conditions: temperature 60 celsius, time 4 hour. Yields the product Cc4ccc(c3ccc2cc(c1c(C)cc(C)cc1C)ccc2c3)cc4. The reactants are C(CCC)[Li] (n-butyllithium), C(CCC)[Li] (n-butyllithium), CCCCCC (hexane), CC1=C(C=CC=C1)NC(C(C)(C)C)=O (N-[(2-methyl)phenyl]-2,2-dimethyl-propanamide), C(C1=CC=CC=C1)=O (benzaldehyde), ice. The solvent is CCOCC (ether), C1CCOC1 (THF). RXN SMILES: [CH3:1][C:2]1[CH:7]=[CH:6][CH:5]=[CH:4][C:3]=1[NH:8][C:9](=[O:14])[C:10]([CH3:13])([CH3:12])[CH3:11].C([Li])CCC.CCCCCC.[CH:26](=[O:33])[C:27]1[CH:32]=[CH:31][CH:30]=[CH:29][CH:28]=1>C1COCC1.CCOCC>[OH:33][CH:26]([C:27]1[CH:32]=[CH:31][CH:30]=[CH:29][CH:28]=1)[CH2:1][C:2]1[CH:7]=[CH:6][CH:5]=[CH:4][C:3]=1[NH:8][C:9](=[O:14])[C:10]([CH3:11])([CH3:13])[CH3:12]. Yield: 58.0%. Run at time 45 minute. Product: OC(CC1=C(C=CC=C1)NC(C(C)(C)C)=O)C1=CC=CC=C1 (N-[2-(2-hydroxy-2-phenylethyl)-phenyl]-2,2-dimethylpropanamide). Procedure: A stirred solution of N-[(2-methyl)phenyl]-2,2-dimethyl-propanamide (95.6 g, 0.5 mol) in THF (500 ml) was cooled to 0° C. and treated with 1.6M n-butyllithium in hexane (628 ml, 0.1 mol). The addition of n-butyllithium was complete after 45 minutes. During the addition, the temperature of the mixture was maintained below 10° C. with external cooling. The resultant dianion solution was aged for 2 hours at 0° C. until the homogeneous orange solution became a yellow heterogeneous slurry. The dianio... The product is COC(=O)C(Cc1ccc(OCCn2ccc3cccnc32)cc1)C(=O)O. As a reaction SMILES: [CH2:33]1[O:34][CH2:35][CH2:36][CH2:37]1.[CH3:31][OH:32].[Na+:30].[OH-:29].[n:1]1([CH2:10][CH2:11][O:12][c:13]2[cH:14][cH:15][c:16]([CH2:17][CH:18]([C:19](=[O:20])[O:21][CH3:22])[C:23](=[O:24])[O:25][CH3:26])[cH:27][cH:28]2)[cH:2][cH:3][c:4]2[c:5]1[n:6][cH:7][cH:8][cH:9]2>>[n:1]1([CH2:10][CH2:11][O:12][c:13]2[cH:14][cH:15][c:16]([CH2:17][CH:18]([C:19](=[O:20])[O:21][CH3:22])[C:23](=[O:24])[OH:25])[cH:27][cH:28]2)[cH:2][cH:3][c:4]2[c:5]1[n:6][cH:7][cH:8][cH:9]2. Starting materials: C1CCOC1, CO, [Na+], [OH-], COC(=O)C(Cc1ccc(OCCn2ccc3cccnc32)cc1)C(=O)OC. Reactants: solid, P(=O)(Cl)(Cl)Cl (phosphorus oxychloride), C1(=CC=CC=C1)CC(=O)OC (methyl phenylacetate), [Li+].C[Si](C)(C)[N-][Si](C)(C)C (LHMDS), NC1=NC(=NC=C1C=O)SCC (4-amino-2-(ethylthio)pyrimidine-5-carbaldehyde). Run in CC#N (CH3CN), C1CCOC1 (THF). Conditions: time 1 hour. Yields the product ClC=1C(=CC2=C(N=C(N=C2)SCC)N1)C1=CC=CC=C1 (7-chloro-2-(ethylthio)-6-phenylpyrido[2,3-d]pyrimidine). RXN SMILES: [C:1]1([CH2:7][C:8](OC)=O)[CH:6]=[CH:5][CH:4]=[CH:3][CH:2]=1.[Li+].C[Si]([N-][Si](C)(C)C)(C)C.[NH2:22][C:23]1[C:28]([CH:29]=O)=[CH:27][N:26]=[C:25]([S:31][CH2:32][CH3:33])[N:24]=1.P(Cl)(Cl)([Cl:36])=O>C1COCC1.CC#N>[Cl:36][C:8]1[C:7]([C:1]2[CH:6]=[CH:5][CH:4]=[CH:3][CH:2]=2)=[CH:29][C:28]2[CH:27]=[N:26][C:25]([S:31][CH2:32][CH3:33])=[N:24][C:23]=2[N:22]=1 |f:1.2|. Reported procedure: To a solution of methyl phenylacetate (15.5 mL, 110 mmol) in THF (300 mL) at −78° C. was added LHMDS (1 M, 120 mL, 2.3 mmol) and stirred for 1 hr. 4-amino-2-(ethylthio)pyrimidine-5-carbaldehyde (6-2) (9.6 g, 52 mmol) was added. The mixture was warmed to room temperature and stirred for 12 hr. The reaction was quenched with saturated NH4Cl solution and extracted with CH2Cl2. The combined organic layer was dried, filtered and concentrated. The resulting solid was triturated with Et2O and the white...